From a dataset of the Open Reaction Database (ORD), a public repository of structured organic reaction records. describe an organic reaction: reactants, conditions, products, and yield The reactants are [BH4-], CC(=O)C1CCC=C(C)O1, O=C([O-])[O-], CCO, CC(C)=O, [K+], [K+], [Na+], O. Yields the product CC1=CCCC(C(C)O)O1. Reaction SMILES: [BH4-:11].[C:1]([CH3:2])(=[O:3])[CH:4]1[O:5][C:6]([CH3:10])=[CH:7][CH2:8][CH2:9]1.[C:21](=[O:22])([O-:23])[O-:24].[CH2:17]([OH:18])[CH3:19].[CH3:13][C:14](=[O:15])[CH3:16].[K+:25].[K+:26].[Na+:12].[OH2:20]>>[CH:1]([CH3:2])([OH:3])[CH:4]1[O:5][C:6]([CH3:10])=[CH:7][CH2:8][CH2:9]1. Starting materials: IC1=CC=C(C=C1)C(=O)N=C=S (4-iodo-1-benzenecarbonyl isothiocyanate), IC1=CC=C(C=C1)C(=O)Cl (4-iodo-1-benzenecarbonyl chloride), COC=1C=C2C(=CC=NC2=CC1OC)OC1=C(C=C(N)C=C1)F (4-[(6,7-Dimethoxy-4-quinolyl)oxy]-3-fluoroaniline). The solvent is C(C)O (ethanol), C(C)O (ethanol), C1(=CC=CC=C1)C (toluene). Run at time 2 hour. Product: IC1=CC=C(C=C1)C(=O)N=C=S (4-Iodo-1-benzenecarbonyl isothiocyanate), COC=1C=C2C(=CC=NC2=CC1OC)OC1=C(C=C(C=C1)NC(=S)NC(C1=CC=C(C=C1)I)=O)F (N-{4-[(6,7-Dimethoxy-4-quinolyl)oxy]-3-fluorophenyl}-N′-(4-iodobenzoyl)thiourea). Isolated yield 88.0%. RXN SMILES: IC1C=CC(C(Cl)=O)=CC=1.[CH3:11][O:12][C:13]1[CH:14]=[C:15]2[C:20](=[CH:21][C:22]=1[O:23][CH3:24])[N:19]=[CH:18][CH:17]=[C:16]2[O:25][C:26]1[CH:32]=[CH:31][C:29]([NH2:30])=[CH:28][C:27]=1[F:33].[I:34][C:35]1[CH:40]=[CH:39][C:38]([C:41]([N:43]=[C:44]=[S:45])=[O:42])=[CH:37][CH:36]=1>C1(C)C=CC=CC=1.C(O)C>[I:34][C:35]1[CH:36]=[CH:37][C:38]([C:41]([N:43]=[C:44]=[S:45])=[O:42])=[CH:39][CH:40]=1.[CH3:11][O:12][C:13]1[CH:14]=[C:15]2[C:20](=[CH:21][C:22]=1[O:23][CH3:24])[N:19]=[CH:18][CH:17]=[C:16]2[O:25][C:26]1[CH:32]=[CH:31][C:29]([NH:30][C:44]([NH:43][C:41](=[O:42])[C:38]2[CH:39]=[CH:40][C:35]([I:34])=[CH:36][CH:37]=2)=[S:45])=[CH:28][C:27]=1[F:33]. Reported procedure: 4-Iodo-1-benzenecarbonyl isothiocyanate was prepared using commercially available 4-iodo-1-benzenecarbonyl chloride (80 mg) as a starting compound according to the description of the literature. 4-[(6,7-Dimethoxy-4-quinolyl)oxy]-3-fluoroaniline (50 mg) was dissolved in toluene (5 ml) and ethanol (1 ml) to prepare a solution. A solution of 4-iodo-1-benzenecarbonyl isothiocyanate in ethanol (1 ml) was then added to the solution, and the mixture was stirred at room temperature for 2 hr. The reactio... Starting materials: [N+](=O)([O-])C1=C(C=C(C=2N(C(=NC21)C2=CC=C(O2)P(=O)(OCC)OCC)CC(C)C)C=C)F (4-nitro-7-vinyl-5-fluoro-1-isobutyl-2-(2-diethylphosphono-5-furanyl)benzimidazole), [N+](=[N-])=C (diazomethane). Reagents/catalysts: CC(=O)[O-].CC(=O)[O-].[Pd+2] (Pd(OAc)2). The solvent is CCOCC (ether), CCOCC (ether). Conditions: time 20 hour. Product: [N+](=O)([O-])C1=C(C=C(C=2N(C(=NC21)C2=CC=C(O2)P(=O)(OCC)OCC)CC(C)C)C2CC2)F (4-nitro-7-cyclopropyl-5-fluoro-1-isobutyl-2-(2-diethylphosphono-5-furanyl)benzimidazole). Reaction SMILES: [N+:1]([C:4]1[C:12]2[N:11]=[C:10]([C:13]3[O:17][C:16]([P:18]([O:23][CH2:24][CH3:25])([O:20][CH2:21][CH3:22])=[O:19])=[CH:15][CH:14]=3)[N:9]([CH2:26][CH:27]([CH3:29])[CH3:28])[C:8]=2[C:7]([CH:30]=[CH2:31])=[CH:6][C:5]=1[F:32])([O-:3])=[O:2].[N+](=[CH2:35])=[N-]>CCOCC.CC([O-])=O.CC([O-])=O.[Pd+2]>[N+:1]([C:4]1[C:12]2[N:11]=[C:10]([C:13]3[O:17][C:16]([P:18]([O:23][CH2:24][CH3:25])([O:20][CH2:21][CH3:22])=[O:19])=[CH:15][CH:14]=3)[N:9]([CH2:26][CH:27]([CH3:28])[CH3:29])[C:8]=2[C:7]([CH:30]2[CH2:35][CH2:31]2)=[CH:6][C:5]=1[F:32])([O-:3])=[O:2] |f:3.4.5|. Procedure details: To a suspension of 1.0 mmol of 4-nitro-7-vinyl-5-fluoro-1-isobutyl-2-(2-diethylphosphono-5-furanyl)benzimidazole and 0.1 mmol of Pd(OAc)2 in 8 mL of ether was added an ether solution of diazomethane(generated from 3.0 g of 1-methyl-3-nitro-1-nitrosoguanidine) at 0° C. After stirring at rt 20 h. solvent was removed and the residue was subjected to chromatography to give 4-nitro-7-cyclopropyl-5-fluoro-1-isobutyl-2-(2-diethylphosphono-5-furanyl)benzimidazole. Reactants: BrC1CCCC1, O=C([O-])[O-], CCCCc1nc(C(F)(F)F)nc2nc[nH]c12, CN(C)C=O, [K+], [K+]. Product: CCCCc1nc(C(F)(F)F)nc2c1ncn2C1CCCC1. Reaction SMILES: [Br:18][CH:19]1[CH2:20][CH2:21][CH2:22][CH2:23]1.[C:24](=[O:25])([O-:26])[O-:27].[CH2:1]([CH2:2][CH2:3][CH3:4])[c:5]1[c:6]2[nH:7][cH:8][n:9][c:10]2[n:11][c:12]([C:14]([F:15])([F:16])[F:17])[n:13]1.[CH3:30][N:31]([CH3:32])[CH:33]=[O:34].[K+:28].[K+:29]>>[CH2:1]([CH2:2][CH2:3][CH3:4])[c:5]1[c:6]2[n:7][cH:8][n:9]([CH:19]3[CH2:20][CH2:21][CH2:22][CH2:23]3)[c:10]2[n:11][c:12]([C:14]([F:15])([F:16])[F:17])[n:13]1. Procedure details: In the manner given in Example 1B, 2',5-dichloro-2-[3-[2-(dimethylamino)ethyl]-5-(hydroxymethyl)-4H-1,2,4-triazol-4-yl]benzophenone in 1,2-dimethoxyethane is treated with phthalimide, triphenylphosphine and diethyl azodicarboxylate to give 2',5-dichloro-2-[3-[2-(dimethylamino)ethyl]-5-(phthalimidomethyl)-4H-1,2,4,-triazol-4-yl]benzophenone. Solvent: COCCOC (1,2-dimethoxyethane). Reactants: C1(C=2C(C(N1)=O)=CC=CC2)=O (phthalimide), C1(=CC=CC=C1)P(C1=CC=CC=C1)C1=CC=CC=C1 (triphenylphosphine), N(=NC(=O)OCC)C(=O)OCC (diethyl azodicarboxylate), ClC1=C(C=CC=C1)C(C1=C(C=CC(=C1)Cl)N1C(=NN=C1CO)CCN(C)C)=O (2',5-dichloro-2-[3-[2-(dimethylamino)ethyl]-5-(hydroxymethyl)-4H-1,2,4-triazol-4-yl]benzophenone). Reaction SMILES: [Cl:1][C:2]1[CH:7]=[CH:6][CH:5]=[CH:4][C:3]=1[C:8](=[O:28])[C:9]1[CH:14]=[C:13]([Cl:15])[CH:12]=[CH:11][C:10]=1[N:16]1[C:20]([CH2:21]O)=[N:19][N:18]=[C:17]1[CH2:23][CH2:24][N:25]([CH3:27])[CH3:26].[C:29]1(=[O:39])[NH:33][C:32](=[O:34])[C:31]2=[CH:35][CH:36]=[CH:37][CH:38]=[C:30]12.C1(P(C2C=CC=CC=2)C2C=CC=CC=2)C=CC=CC=1.N(C(OCC)=O)=NC(OCC)=O>COCCOC>[Cl:1][C:2]1[CH:7]=[CH:6][CH:5]=[CH:4][C:3]=1[C:8](=[O:28])[C:9]1[CH:14]=[C:13]([Cl:15])[CH:12]=[CH:11][C:10]=1[N:16]1[C:20]([CH2:21][N:33]2[C:29](=[O:39])[C:30]3=[CH:38][CH:37]=[CH:36][CH:35]=[C:31]3[C:32]2=[O:34])=[N:19][N:18]=[C:17]1[CH2:23][CH2:24][N:25]([CH3:26])[CH3:27]. Product: ClC1=C(C=CC=C1)C(C1=C(C=CC(=C1)Cl)N1C(=NN=C1CN1C(C=2C(C1=O)=CC=CC2)=O)CCN(C)C)=O (2',5-dichloro-2-[3-[2-(dimethylamino)ethyl]-5-(phthalimidomethyl)-4H-1,2,4,-triazol-4-yl]benzophenone). Conditions: temperature 140 celsius, time 10 minute. RXN SMILES: [F:1][C:2]([F:13])([F:12])[O:3][C:4]1[CH:11]=[CH:10][CH:9]=[CH:8][C:5]=1[CH2:6]O.NC(N)=S.Cl.C(=O)([O-])[O-].[K+].[K+].C[S:26]([C:29]1[CH2:33][C:32]([CH3:35])([CH3:34])[O:31][N:30]=1)(=O)=O>O.O1CCOCC1>[F:1][C:2]([F:13])([F:12])[O:3][C:4]1[CH:11]=[CH:10][CH:9]=[CH:8][C:5]=1[CH2:6][S:26][C:29]1[CH2:33][C:32]([CH3:35])([CH3:34])[O:31][N:30]=1 |f:3.4.5|. The product is FC(OC1=C(CSC2=NOC(C2)(C)C)C=CC=C1)(F)F (3-(2-trifluoromethoxy-benzylsulfanyl)-5,5-dimethyl-4,5-dihydroisoxazole). Reactants: C([O-])([O-])=O.[K+].[K+] (Potassium carbonate), CS(=O)(=O)C1=NOC(C1)(C)C (3-methanesulfonyl-5,5-dimethyl-4,5-dihydroisoxazole), FC(OC1=C(CO)C=CC=C1)(F)F (2-(Trifluoromethoxy)benzyl alcohol), NC(=S)N (thiourea), Cl (hydrochloric acid). Reported procedure: 2-(Trifluoromethoxy)benzyl alcohol (200 mg, 1.04 mmol), thiourea (100 mg, 1.31 mmol), aqueous hydrochloric acid (2M) (1.6 ml) and 1,4-dioxane (3 ml) were mixed and the mixture heated in a sealed vessel in the microwave at 140° C. for 10 minutes. Potassium carbonate (620 mg, 4.5 mmol) and 3-methanesulfonyl-5,5-dimethyl-4,5-dihydroisoxazole (220 mg, 1.24 mmol) were added and the mixture was stirred in an open vessel for 10 minutes. The mixture was heated in a sealed vessel in the microwave at 150°... Solvent: O (water), O1CCOCC1 (1,4-dioxane). Isolated yield 15.7%. Reactants: O=C([O-])[O-], CCOC(C)=O, Cc1ccccc1, NC1CCCC1, CC(=O)c1c(-c2ccncc2)nn2c(Cl)cccc12, [Cs+], [Cs+], CC(=O)[O-], CC(=O)[O-], O, [Pd+2]. The product is CC(=O)c1c(-c2ccncc2)nn2c(NC3CCCC3)cccc12. Reaction SMILES: [C:20](=[O:21])([O-:22])[O-:23].[CH3:32][CH2:33][O:34][C:35](=[O:36])[CH3:37].[CH3:38][c:39]1[cH:40][cH:41][cH:42][cH:43][cH:44]1.[CH:26]1([NH2:31])[CH2:27][CH2:28][CH2:29][CH2:30]1.[Cl:1][c:2]1[cH:3][cH:4][cH:5][c:6]2[n:7]1[n:8][c:9](-[c:14]1[cH:15][cH:16][n:17][cH:18][cH:19]1)[c:10]2[C:11]([CH3:12])=[O:13].[Cs+:24].[Cs+:25].[O-:46][C:47]([CH3:48])=[O:49].[O-:50][C:51]([CH3:52])=[O:53].[OH2:54].[Pd+2:45]>>[c:2]1([NH:31][CH:26]2[CH2:27][CH2:28][CH2:29][CH2:30]2)[cH:3][cH:4][cH:5][c:6]2[n:7]1[n:8][c:9](-[c:14]1[cH:15][cH:16][n:17][cH:18][cH:19]1)[c:10]2[C:11]([CH3:12])=[O:13]. The reactants are O=Cc1cccc(OCc2ccccc2)c1, C1CCOC1, C[Si](C)(C)[N-][Si](C)(C)C, [Cl-], CC(=O)c1ccccc1Cl, [Li+], [NH4+]. Product: O=C(C=Cc1cccc(OCc2ccccc2)c1)c1ccccc1Cl. RXN SMILES: [CH2:21]([c:22]1[cH:23][cH:24][cH:25][cH:26][cH:27]1)[O:28][c:29]1[cH:30][c:31]([CH:32]=[O:33])[cH:34][cH:35][cH:36]1.[CH2:39]1[O:40][CH2:41][CH2:42][CH2:43]1.[CH3:12][Si:13]([N-:14][Si:15]([CH3:16])([CH3:17])[CH3:18])([CH3:19])[CH3:20].[Cl-:37].[Cl:1][c:2]1[c:3]([C:8]([CH3:9])=[O:10])[cH:4][cH:5][cH:6][cH:7]1.[Li+:11].[NH4+:38]>>[Cl:1][c:2]1[c:3]([C:8]([CH:9]=[CH:32][c:31]2[cH:30][c:29]([O:28][CH2:21][c:22]3[cH:23][cH:24][cH:25][cH:26][cH:27]3)[cH:36][cH:35][cH:34]2)=[O:10])[cH:4][cH:5][cH:6][cH:7]1.